Dataset: the Open Reaction Database (ORD), a public repository of structured organic reaction records. Task: describe an organic reaction: reactants, conditions, products, and yield The reactants are BrC1=CC(=C(C=C1)S(=O)(=O)Cl)Cl (4-bromo-2-chlorobenzene-1-sulfonyl chloride), CN1N=CC2=CC(=CC=C12)CN ((1-methyl-1H-indazol-5-yl)methanamine). Yields the product BrC1=CC(=C(C=C1)S(=O)(=O)NCC=1C=C2C=NN(C2=CC1)C)Cl (4-Bromo-2-chloro-N-((1-methyl-1H-indazol-5-yl)methyl)benzenesulfonamide). As a reaction SMILES: [Br:1][C:2]1[CH:7]=[CH:6][C:5]([S:8](Cl)(=[O:10])=[O:9])=[C:4]([Cl:12])[CH:3]=1.[CH3:13][N:14]1[C:22]2[C:17](=[CH:18][C:19]([CH2:23][NH2:24])=[CH:20][CH:21]=2)[CH:16]=[N:15]1>>[Br:1][C:2]1[CH:7]=[CH:6][C:5]([S:8]([NH:24][CH2:23][C:19]2[CH:18]=[C:17]3[C:22](=[CH:21][CH:20]=2)[N:14]([CH3:13])[N:15]=[CH:16]3)(=[O:10])=[O:9])=[C:4]([Cl:12])[CH:3]=1. Reported procedure: The titled compound was prepared according to the procedure described in step-1 of Example 1 from 4-bromo-2-chlorobenzene-1-sulfonyl chloride and (1-methyl-1H-indazol-5-yl)methanamine. Yield: 70.7%. Product: C(N)(=O)C1CN(CCN1C(=O)OCC1=CC=C(C=C1)[N+](=O)[O-])C(=O)[C@H]1N(C[C@H](C1)S)C(=O)OCC1=CC=C(C=C1)[N+](=O)[O-] ((2S,4S)-2-[3-Carbamoyl-4-(4-nitrobenzyloxycarbonyl)-1-piperazinylcarbonyl]-4-mercapto-1-(4nitrobenzyloxycarbonyl)pyrrolidine). Reported procedure: Following a procedure similar to that described in Preparation 8, but using 2.18 g of (2S,4S)-4-(4-methoxybenzylthio)-1-(4-nitrobenzyloxycarbonyl)-2-pyrrolidinecarboxylic acid, 0.79 g of N,N'-carbonyldiimidazole and 1.81 g of 2-carbamoyl-1-(4-nitrobenzyloxycarbonyl)piperazine, 2.13 g of the title compound were obtained as an amorphous solid. The reactants are COC1=CC=C(CS[C@H]2C[C@H](N(C2)C(=O)OCC2=CC=C(C=C2)[N+](=O)[O-])C(=O)O)C=C1 ((2S,4S)-4-(4-methoxybenzylthio)-1-(4-nitrobenzyloxycarbonyl)-2-pyrrolidinecarboxylic acid), N,N'-carbonyldiimidazole, C(N)(=O)C1N(CCNC1)C(=O)OCC1=CC=C(C=C1)[N+](=O)[O-] (2-carbamoyl-1-(4-nitrobenzyloxycarbonyl)piperazine). Reaction SMILES: COC1C=CC(C[S:8][C@@H:9]2[CH2:13][N:12]([C:14]([O:16][CH2:17][C:18]3[CH:23]=[CH:22][C:21]([N+:24]([O-:26])=[O:25])=[CH:20][CH:19]=3)=[O:15])[C@H:11]([C:27]([OH:29])=O)[CH2:10]2)=CC=1.[C:32]([CH:35]1[CH2:40][NH:39][CH2:38][CH2:37][N:36]1[C:41]([O:43][CH2:44][C:45]1[CH:50]=[CH:49][C:48]([N+:51]([O-:53])=[O:52])=[CH:47][CH:46]=1)=[O:42])(=[O:34])[NH2:33]>>[C:32]([CH:35]1[N:36]([C:41]([O:43][CH2:44][C:45]2[CH:50]=[CH:49][C:48]([N+:51]([O-:53])=[O:52])=[CH:47][CH:46]=2)=[O:42])[CH2:37][CH2:38][N:39]([C:27]([C@@H:11]2[CH2:10][C@H:9]([SH:8])[CH2:13][N:12]2[C:14]([O:16][CH2:17][C:18]2[CH:19]=[CH:20][C:21]([N+:24]([O-:26])=[O:25])=[CH:22][CH:23]=2)=[O:15])=[O:29])[CH2:40]1)(=[O:34])[NH2:33]. Reactants: CO, COC(=O)C=CC(C)(C)c1ccccc1, Cl, [Mg]. Yields the product COC(=O)CCC(C)(C)c1ccccc1. As a reaction SMILES: [CH3:18][OH:19].[CH3:1][C:2]([CH:3]=[CH:4][C:5](=[O:6])[O:7][CH3:8])([CH3:9])[c:10]1[cH:11][cH:12][cH:13][cH:14][cH:15]1.[ClH:17].[Mg:16]>>[CH3:1][C:2]([CH2:3][CH2:4][C:5](=[O:6])[O:7][CH3:8])([CH3:9])[c:10]1[cH:11][cH:12][cH:13][cH:14][cH:15]1. Reactants: [BH4-], C1COCCN1, CC(C)[O-], CC(C)[O-], CC(C)[O-], CC(C)[O-], CO, [Na+], O=C([O-])NC1CCC(N2CCOCC2)CC1, CC(C)(C)OC(=O)NC1CCC(=O)CC1, [Ti+4]. The product is CC(C)(C)OC(=O)NC1CCC(N2CCOCC2)CC1. RXN SMILES: [BH4-:22].[CH2:1]1[CH2:2][O:3][CH2:4][CH2:5][NH:6]1.[CH3:40][CH:41]([CH3:42])[O-:43].[CH3:45][CH:46]([CH3:47])[O-:48].[CH3:49][CH:50]([CH3:51])[O-:52].[CH3:53][CH:54]([CH3:55])[O-:56].[CH3:57][OH:58].[Na+:23].[O:24]1[CH2:25][CH2:26][N:27]([CH:28]2[CH2:29][CH2:30][CH:31]([NH:32][C:33](=[O:34])[O-:35])[CH2:36][CH2:37]2)[CH2:38][CH2:39]1.[O:7]=[C:8]1[CH2:9][CH2:10][CH:11]([NH:14][C:15]([O:16][C:17]([CH3:18])([CH3:19])[CH3:20])=[O:21])[CH2:12][CH2:13]1.[Ti+4:44]>>[CH2:1]1[CH2:2][O:3][CH2:4][CH2:5][N:6]1[CH:8]1[CH2:9][CH2:10][CH:11]([NH:14][C:15]([O:16][C:17]([CH3:18])([CH3:19])[CH3:20])=[O:21])[CH2:12][CH2:13]1. Starting materials: O (water), N1C=NC=C1 (Imidazole), C(C)(C)(C)[Si](Cl)(C)C (t-butyldimethylchlorosilane), BrC=1C=CC(=C(CO)C1)OC (5-bromo-2-methoxybenzyl alcohol). The solvent is CN(C)C=O (DMF). Reaction conditions: time 2 hour. Product: BrC=1C=CC(=C(CO[Si](C)(C)C(C)(C)C)C1)OC ([(5-bromo-2-methoxybenzyl)oxy](t-butyl)dimethylsilane). Isolated yield 99.6%. Reaction SMILES: N1C=CN=C1.[C:6]([Si:10]([CH3:13])([CH3:12])Cl)([CH3:9])([CH3:8])[CH3:7].[Br:14][C:15]1[CH:16]=[CH:17][C:18]([O:23][CH3:24])=[C:19]([CH:22]=1)[CH2:20][OH:21].O>CN(C=O)C>[Br:14][C:15]1[CH:16]=[CH:17][C:18]([O:23][CH3:24])=[C:19]([CH:22]=1)[CH2:20][O:21][Si:10]([C:6]([CH3:9])([CH3:8])[CH3:7])([CH3:13])[CH3:12]. Reported procedure: Imidazole (3.45 g) and t-butyldimethylchlorosilane (17.6 g) were added to a solution of 5-bromo-2-methoxybenzyl alcohol (10.0 g) in DMF (100 ml) under cooling with ice and the mixture was stirred for two hours. The reaction mixture was added to ice-cooled water and extracted with ethyl acetate. The organic layer was washed with saturated brine and dried over anhydrous sodium sulfate. After filtration, the filtrate was concentrated. The residue was purified by silica gel column chromatography (n-...